The task is: describe an organic reaction: reactants, conditions, products, and yield. This data is from the Open Reaction Database (ORD), a public repository of structured organic reaction records. Starting materials: NC1=C(C(=O)O)C=CC=C1C (2-amino-3-methylbenzoic acid), C=1C=CC2=C(C1)N=NN2O (HOBt), CCN(C(C)C)C(C)C (DIEA), N.CO (NH3 MeOH). Run in CN(C)C=O (DMF). Conditions: time 16 hour. Product: NC1=C(C(=O)N)C=CC=C1C (2-amino-3-methylbenzamide). Isolated yield 63.3%. Reaction SMILES: [NH2:1][C:2]1[C:10]([CH3:11])=[CH:9][CH:8]=[CH:7][C:3]=1[C:4](O)=[O:5].C1C=CC2N(O)N=[N:18]C=2C=1.CCN(C(C)C)C(C)C.N.CO>CN(C=O)C>[NH2:1][C:2]1[C:10]([CH3:11])=[CH:9][CH:8]=[CH:7][C:3]=1[C:4]([NH2:18])=[O:5] |f:3.4|. Procedure: To solution of 2-amino-3-methylbenzoic acid (4.0 g, 26.5 mmol) in degassed DMF (40 mL) were added HOBt (4.28 g, 31.7 mmol), DIEA (5.52 mL, 31.7 mmol), and 2N NH3/MeOH (19 mL, 37.1 mmol). The solution was stirred at rt for 16 h, then the mixture was concentrated under reduced pressure and the residue was purified by silica gel chromatography eluting with 10-60% EtOAc/hexanes to afford 2-amino-3-methylbenzamide as a solid (2.52 g, 63%). 1H NMR (300 MHz, DMSO-d6) δ 2.07 (s, 3H), 6.40-6.47 (m, 3H), ... The reactants are BrC=1C=C2C=NN(C2=C(C1)CBr)COCC[Si](C)(C)C (5-bromo-7-(bromomethyl)-1-((2-(trimethylsilyl)ethoxy)methyl)-1H-indazole), OCC1(CCN(CC1)C(=O)OC(C)(C)C)C1=CC=CC=C1 (tert-butyl 4-(hydroxymethyl)-4-phenylpiperidine-1-carboxylate), [H-].[Na+] (sodium hydride). Solvent: CN(C=O)C (dimethylformamide). Reaction conditions: temperature 0 celsius, time 15 minute. Product: BrC=1C=C2C=NN(C2=C(C1)COCC1(CCN(CC1)C(=O)OC(C)(C)C)C1=CC=CC=C1)COCC[Si](C)(C)C (tert-Butyl 4-(((5-bromo-1-((2-(trimethylsilyl)ethoxy)methyl)-1H-indazol-7-yl)methoxy)methyl)-4-phenylpiperidine-1-carboxylate). RXN SMILES: [Br:1][C:2]1[CH:3]=[C:4]2[C:8](=[C:9]([CH2:11]Br)[CH:10]=1)[N:7]([CH2:13][O:14][CH2:15][CH2:16][Si:17]([CH3:20])([CH3:19])[CH3:18])[N:6]=[CH:5]2.[OH:21][CH2:22][C:23]1([C:36]2[CH:41]=[CH:40][CH:39]=[CH:38][CH:37]=2)[CH2:28][CH2:27][N:26]([C:29]([O:31][C:32]([CH3:35])([CH3:34])[CH3:33])=[O:30])[CH2:25][CH2:24]1.[H-].[Na+]>CN(C)C=O>[Br:1][C:2]1[CH:3]=[C:4]2[C:8](=[C:9]([CH2:11][O:21][CH2:22][C:23]3([C:36]4[CH:37]=[CH:38][CH:39]=[CH:40][CH:41]=4)[CH2:28][CH2:27][N:26]([C:29]([O:31][C:32]([CH3:34])([CH3:35])[CH3:33])=[O:30])[CH2:25][CH2:24]3)[CH:10]=1)[N:7]([CH2:13][O:14][CH2:15][CH2:16][Si:17]([CH3:20])([CH3:19])[CH3:18])[N:6]=[CH:5]2 |f:2.3|. Procedure: A flask was charged with 5-bromo-7-(bromomethyl)-1-((2-(trimethylsilyl)ethoxy)methyl)-1H-indazole (220 mg, 0.52 mmol), tert-butyl 4-(hydroxymethyl)-4-phenylpiperidine-1-carboxylate (160 mg, 0.55 mmol), and dimethylformamide (2.5 mL). The reaction was cooled to 0° C. and treated with sodium hydride (26.4 mg, 1.1 mmol) in several portions. After stirring for 15 min, the ice bath was removed and stirring continued for 15 min. The reaction was cooled to 0° C. and quenched by the cautious addition of... As a reaction SMILES: F[C:2]1[CH:7]=[C:6]([F:8])[CH:5]=[CH:4][C:3]=1[N+:9]([O-:11])=[O:10].[CH3:12][C:13]1[N:14]=[CH:15][NH:16][C:17]=1[C:18]([O:20][CH2:21][CH3:22])=[O:19].C(=O)([O-])[O-].[K+].[K+]>C(#N)C>[CH2:21]([O:20][C:18]([C:17]1[N:16]=[CH:15][N:14]([C:2]2[CH:7]=[C:6]([F:8])[CH:5]=[CH:4][C:3]=2[N+:9]([O-:11])=[O:10])[C:13]=1[CH3:12])=[O:19])[CH3:22] |f:2.3.4|. Reported procedure: A mixture of 2,4-difluoronitrobenzene (36.6 g, 230 mmol), ethyl 4-methyl-5-imidazolecarboxylate (35.6 g, 231 mmol), potassium carbonate (36.5 g, 264.4 mmol) and acetonitrile (250 ml) was stirred at 25° C. for 96 h. The reaction mixture was filtered and the solvent removed under reduced pressure. The residue was submitted to flash chromatography on silica gel 60 eluting with toluene graduated to toluene/ethyl acetate (1:1) to give 30.5 g (65%) of 4-ethoxycarbonyl-5-methyl-1-(2-nitro-5-fluoropheny... Isolated yield 45.2%. Run in C(C)#N (acetonitrile). Reaction conditions: temperature 25 celsius, time 96 hour. Yields the product C(C)OC(=O)C=1N=CN(C1C)C1=C(C=CC(=C1)F)[N+](=O)[O-] (4-ethoxycarbonyl-5-methyl-1-(2-nitro-5-fluorophenyl)-1H-imidazole). The reactants are FC1=C(C=CC(=C1)F)[N+](=O)[O-] (2,4-difluoronitrobenzene), CC=1N=CNC1C(=O)OCC (ethyl 4-methyl-5-imidazolecarboxylate), C([O-])([O-])=O.[K+].[K+] (potassium carbonate). The reactants are [N+](=O)([O-])C1=NN(C=C1)CC=1C=NC=CC1 (3-(3-Nitro-pyrazol-1-ylmethyl)-pyridine), NN (Hydrazine). Reagents/catalysts: [Ni] (Raney nickel). Run in CO (methanol), C(C)(=O)OCC (ethyl acetate), O (water). Conditions: time 1 hour. Yields the product N1=CC(=CC=C1)CN1N=C(C=C1)N (1-pyridin-3-ylmethyl-1H-pyrazol-3-ylamine). Isolated yield 75.1%. RXN SMILES: [N+:1]([C:4]1[CH:8]=[CH:7][N:6]([CH2:9][C:10]2[CH:11]=[N:12][CH:13]=[CH:14][CH:15]=2)[N:5]=1)([O-])=O.NN>CO.C(OCC)(=O)C.[Ni].O>[N:12]1[CH:13]=[CH:14][CH:15]=[C:10]([CH2:9][N:6]2[CH:7]=[CH:8][C:4]([NH2:1])=[N:5]2)[CH:11]=1. Procedure details: 3-(3-Nitro-pyrazol-1-ylmethyl)-pyridine (113 mg, 0.55 mmol) was dissolved in a mixture of methanol and ethyl acetate (1 mL each). Hydrazine (156 μL, 4.97 mmol) was added followed by a slurry of Raney nickel in water (1.5 mL) causing vigorous gas evolution. After stirring 1 h, the reaction mixture was filtered and evaporated in vacuo. The residue was purified by flash column chromatography (Merck silica gel 60, 40-63 μm; 3% methanol/chloroform) to afford 1-pyridin-3-ylmethyl-1H-pyrazol-3-ylamine ... Reactants: COC(=O)C1CC(S(=O)(=O)c2ccccc2Cl)CN1c1cc(C)nn1CCc1ccccc1, [Li+], [OH-]. Product: Cc1cc(N2CC(S(=O)(=O)c3ccccc3Cl)CC2C(=O)O)n(CCc2ccccc2)n1. RXN SMILES: [CH3:1][O:2][C:3](=[O:4])[CH:5]1[N:6]([c:20]2[n:21]([CH2:26][CH2:27][c:28]3[cH:29][cH:30][cH:31][cH:32][cH:33]3)[n:22][c:23]([CH3:25])[cH:24]2)[CH2:7][CH:8]([S:10](=[O:11])(=[O:12])[c:13]2[c:14]([Cl:19])[cH:15][cH:16][cH:17][cH:18]2)[CH2:9]1.[Li+:34].[OH-:35]>>[O:2]=[C:3]([OH:4])[CH:5]1[N:6]([c:20]2[n:21]([CH2:26][CH2:27][c:28]3[cH:29][cH:30][cH:31][cH:32][cH:33]3)[n:22][c:23]([CH3:25])[cH:24]2)[CH2:7][CH:8]([S:10](=[O:11])(=[O:12])[c:13]2[c:14]([Cl:19])[cH:15][cH:16][cH:17][cH:18]2)[CH2:9]1. The reactants are CCCCCC(=O)Cl, CN1CCOCC1, ClCCl, COC(=O)c1ccc(Cc2csc3ccc(N)cc23)c(OC)c1, O. The product is CCCCCC(=O)Nc1ccc2scc(Cc3ccc(C(=O)OC)cc3OC)c2c1. RXN SMILES: [C:1]([CH2:2][CH2:3][CH2:4][CH2:5][CH3:6])(=[O:7])[Cl:8].[CH3:32][N:33]1[CH2:34][CH2:35][O:36][CH2:37][CH2:38]1.[Cl:40][CH2:41][Cl:42].[NH2:9][c:10]1[cH:11][c:12]2[c:13]([s:14][cH:15][c:16]2[CH2:17][c:18]2[c:19]([O:28][CH3:29])[cH:20][c:21]([C:22](=[O:23])[O:24][CH3:25])[cH:26][cH:27]2)[cH:30][cH:31]1.[OH2:39]>>[C:1]([CH2:2][CH2:3][CH2:4][CH2:5][CH3:6])(=[O:7])[NH:9][c:10]1[cH:11][c:12]2[c:13]([s:14][cH:15][c:16]2[CH2:17][c:18]2[c:19]([O:28][CH3:29])[cH:20][c:21]([C:22](=[O:23])[O:24][CH3:25])[cH:26][cH:27]2)[cH:30][cH:31]1.